This data is from the Open Reaction Database (ORD), a public repository of structured organic reaction records. The task is: describe an organic reaction: reactants, conditions, products, and yield The reactants are C(CCC)OC1=NC(=C2N=C(N(C2=N1)CCCCC1CCNCC1)OC)N (2-(Butyloxy)-8-(methyloxy)-9-[4-(4-piperidinyl)butyl]-9H-purin-6-amine), BrCCO (2-bromoethanol), CCN(C(C)C)C(C)C (DIPEA), C(CCC)OC1=NC(=C2N=C(N(C2=N1)CCCCC1CCNCC1)OC)N (2-(Butyloxy)-8-(methyloxy)-9-[4-(4-piperidinyl)butyl]-9H-purin-6-amine), BrCCO (2-bromoethanol), CCN(C(C)C)C(C)C (DIPEA). Solvent: CS(=O)C (DMSO), CN(C)C=O (DMF). Reaction conditions: temperature 50 celsius, time 7 hour. The product is NC1=C2NC(N(C2=NC(=N1)OCCCC)CCCCC1CCN(CC1)CCO)=O (6-Amino-2-(butyloxy)-9-{4-[1-(2-hydroxyethyl)-4-piperidinyl]butyl}-7,9-dihydro-8H-purin-8-one). Isolated yield 32.7%. As a reaction SMILES: [CH2:1]([O:5][C:6]1[N:14]=[C:13]2[C:9]([N:10]=[C:11]([O:25]C)[N:12]2[CH2:15][CH2:16][CH2:17][CH2:18][CH:19]2[CH2:24][CH2:23][NH:22][CH2:21][CH2:20]2)=[C:8]([NH2:27])[N:7]=1)[CH2:2][CH2:3][CH3:4].Br[CH2:29][CH2:30][OH:31].CCN(C(C)C)C(C)C>CN(C=O)C.CS(C)=O>[NH2:27][C:8]1[N:7]=[C:6]([O:5][CH2:1][CH2:2][CH2:3][CH3:4])[N:14]=[C:13]2[C:9]=1[NH:10][C:11](=[O:25])[N:12]2[CH2:15][CH2:16][CH2:17][CH2:18][CH:19]1[CH2:20][CH2:21][N:22]([CH2:29][CH2:30][OH:31])[CH2:23][CH2:24]1. Reported procedure: 2-(Butyloxy)-8-(methyloxy)-9-[4-(4-piperidinyl)butyl]-9H-purin-6-amine (for example, as prepared for Intermediate 34) (0.038 g, 0.10 mmol) in DMF (0.4 mL) was added to 2-bromoethanol (0.0085 mL, 0.12 mmol). DIPEA (0.040 mL, 0.23 mmol) was added and the reaction mixture heated at 50° C. for 18 hours. An additional aliquot of the 2-bromoethanol (commercially available, for example, from Aldrich) (0.015 mL) and DIPEA (0.040 mL, 0.23 mmol) were added and heating continued for a further 7 hours. The ...